From a dataset of the Open Reaction Database (ORD), a public repository of structured organic reaction records. describe an organic reaction: reactants, conditions, products, and yield The reactants are C(CCC)C=1NC=C(N1)C(=O)OC (methyl 2-butyl-1H-imidazole-4-carboxylate), C(=O)([O-])[O-].[Cs+].[Cs+] (Cs2CO3), CI (methyl iodide). Run in CC(=O)C (acetone). Run at time 4 hour. Product: C(CCC)C=1N(C=C(N1)C(=O)OC)C (Methyl 2-butyl-1-methyl-1H-imidazole-4-carboxylate). As a reaction SMILES: [CH2:1]([C:5]1[NH:6][CH:7]=[C:8]([C:10]([O:12][CH3:13])=[O:11])[N:9]=1)[CH2:2][CH2:3][CH3:4].[C:14]([O-])([O-])=O.[Cs+].[Cs+].CI>CC(C)=O>[CH2:1]([C:5]1[N:6]([CH3:14])[CH:7]=[C:8]([C:10]([O:12][CH3:13])=[O:11])[N:9]=1)[CH2:2][CH2:3][CH3:4] |f:1.2.3|. Procedure: Into flask containing a solution of methyl 2-butyl-1H-imidazole-4-carboxylate (1.2 g, 6.6 mmol) in acetone (40 ml), Cs2CO3 (6.5 g, 19.8 mmol) and methyl iodide (0.5 ml, 6.6 mmol) were added. The reaction mixture was stirred at RT for 4 h and the solvent was evaporated. The residue was diluted with water and extracted with EtOAc. The organic layer was concentrated and purified with flash chromatography. Yield 500 mg. 1H-NMR (400 MHz; CDCl3): δ 0.937 (t, 3H), 1.35-1.44 (m, 2H), 1.68-1.75 (m, 2H), ... Reactants: FC(C(=O)[O-])(F)F.C(#N)C=1C(=C(C=CC1F)[C@H]1CN2[C@H](CO1)C[NH2+]CC2)C ((3S,9aS)-3-(3-Cyano-4-fluoro-2-methylphenyl)octahydropyrazino[2,1-c][1,4]oxazin-8-ium trifluoroacetate), CN1CCOCC1 (N-methylmorpholine), N1(N=NN=C1)C1=CC=C(C=N1)CC(=O)O ([6-(1H-tetrazol-1-yl)pyridin-3-yl]acetic acid), C=1C=CC2=C(C1)N=NN2O (HOBT), C(CCl)Cl (EDC). Solvent: C(Cl)Cl (DCM). Reported procedure: (3S,9aS)-3-(3-Cyano-4-fluoro-2-methylphenyl)octahydropyrazino[2,1-c][1,4]oxazin-8-ium trifluoroacetate (1.44 g, 3.70 mmol) and N-methylmorpholine (1.220 mL, 11.10 mmol) was added to DCM (25 mL). Then [6-(1H-tetrazol-1-yl)pyridin-3-yl]acetic acid (0.911 g, 4.44 mmol), HOBT (0.850 g, 5.55 mmol) and EDC (1.418 g, 7.40 mmol) were added in that order. The reaction mixture was stirred at RT for 4 h. The reaction mixture was washed with brine and saturated aq. NaHCO3 solution. The DCM layer was separat... Reaction conditions: time 4 hour. As a reaction SMILES: FC(F)(F)C([O-])=O.[C:8]([C:10]1[C:11]([CH3:27])=[C:12]([C@@H:17]2[O:22][CH2:21][C@@H:20]3[CH2:23][NH2+:24][CH2:25][CH2:26][N:19]3[CH2:18]2)[CH:13]=[CH:14][C:15]=1[F:16])#[N:9].CN1CCOCC1.[N:35]1([C:40]2[N:45]=[CH:44][C:43]([CH2:46][C:47](O)=[O:48])=[CH:42][CH:41]=2)[CH:39]=[N:38][N:37]=[N:36]1.C1C=CC2N(O)N=NC=2C=1.C(Cl)CCl>C(Cl)Cl>[F:16][C:15]1[C:10]([C:8]#[N:9])=[C:11]([CH3:27])[C:12]([C@@H:17]2[O:22][CH2:21][C@@H:20]3[CH2:23][N:24]([C:47](=[O:48])[CH2:46][C:43]4[CH:44]=[N:45][C:40]([N:35]5[CH:39]=[N:38][N:37]=[N:36]5)=[CH:41][CH:42]=4)[CH2:25][CH2:26][N:19]3[CH2:18]2)=[CH:13][CH:14]=1 |f:0.1|. Product: FC1=CC=C(C(=C1C#N)C)[C@H]1CN2[C@H](CO1)CN(CC2)C(CC=2C=NC(=CC2)N2N=NN=C2)=O (6-fluoro-2-methyl-3-[(3S,9aS)-8-{[6-(1H-tetrazol-1-yl)pyridin-3-yl]acetyl}octahydropyrazino[2,1-c][1,4]oxazin-3-yl]benzonitrile).